From a dataset of the Open Reaction Database (ORD), a public repository of structured organic reaction records. describe an organic reaction: reactants, conditions, products, and yield Run at time 18 hour. Procedure details: A solution of 2-chloro-6-iodo-4-morpholinothieno[3,2-d]pyrimidine 19 from Example 12 (0.2 g, 0.5 mmol) and CuCN (50 mg, 0.6 mmol) in pyridine (1 mL) was heated at 115° C. for 2 h then cooled to room temperature and stirred 18 h. The reaction was poured into 1 M HCl and ice and the aqueous layer was extracted with CH2Cl2. The product was purified by silica gel chromatography (0-75% EtOAc in hexane) to provide 2-chloro-4-morpholinothieno[3,2-d]pyrimidine-6-carbonitrile (35 mg). The reactants are ClC=1N=C(C2=C(N1)C=C(S2)I)N2CCOCC2 (2-Chloro-6-iodo-4-morpholinothieno[3,2-d]pyrimidine), C(#N)[Cu] (CuCN), Cl (HCl). As a reaction SMILES: [Cl:1][C:2]1[N:3]=[C:4]([N:12]2[CH2:17][CH2:16][O:15][CH2:14][CH2:13]2)[C:5]2[S:10][C:9](I)=[CH:8][C:6]=2[N:7]=1.[C:18]([Cu])#[N:19].Cl>N1C=CC=CC=1>[Cl:1][C:2]1[N:3]=[C:4]([N:12]2[CH2:17][CH2:16][O:15][CH2:14][CH2:13]2)[C:5]2[S:10][C:9]([C:18]#[N:19])=[CH:8][C:6]=2[N:7]=1. The solvent is N1=CC=CC=C1 (pyridine). Yield: 24.9%. Yields the product ClC=1N=C(C2=C(N1)C=C(S2)C#N)N2CCOCC2 (2-chloro-4-morpholinothieno[3,2-d]pyrimidine-6-carbonitrile). Reactants: C(CC)[Mg]Cl (n-propylmagnesium chloride), C1(=CC=CC=C1)C1(CCN(CC1)S(=O)(=O)C1=CC=C(C=C1)C)C#N (4-phenyl-1-(toluene-4-sulfonyl)piperidine-4-carbonitrile), O1CCCC1 (tetrahydrofuran). Solvent: C1(=CC=CC=C1)C (toluene). Reaction conditions: temperature 67.5 celsius, time 6 hour. Yields the product C1(=CC=CC=C1)C1(CCN(CC1)S(=O)(=O)C1=CC=C(C=C1)C)C(CCC)=O (1-[4-phenyl-1-(toluene-4-sulfonyl)piperidin-4-yl]-butan-1-one). Yield: 50.0%. RXN SMILES: [CH2:1]([Mg]Cl)[CH2:2][CH3:3].[C:6]1([C:12]2([C:28]#N)[CH2:17][CH2:16][N:15]([S:18]([C:21]3[CH:26]=[CH:25][C:24]([CH3:27])=[CH:23][CH:22]=3)(=[O:20])=[O:19])[CH2:14][CH2:13]2)[CH:11]=[CH:10][CH:9]=[CH:8][CH:7]=1.[O:30]1CCCC1>C1(C)C=CC=CC=1>[C:6]1([C:12]2([C:28](=[O:30])[CH2:1][CH2:2][CH3:3])[CH2:17][CH2:16][N:15]([S:18]([C:21]3[CH:26]=[CH:25][C:24]([CH3:27])=[CH:23][CH:22]=3)(=[O:20])=[O:19])[CH2:14][CH2:13]2)[CH:11]=[CH:10][CH:9]=[CH:8][CH:7]=1. Procedure details: 88 mL (176 mmol) of n-propylmagnesium chloride are added to a solution of 30 g (88 mmol) of 4-phenyl-1-(toluene-4-sulfonyl)piperidine-4-carbonitrile in 500 mL of toluene. The reaction mixture is stirred for 6 hours at 65-70° C. and then overnight at room temperature. The reaction is stopped by adding 100 mL of tetrahydrofuran, and is then hydrolysed with 1N hydrochloric acid solution and extracted with ethyl acetate. The organic phases are combined and dried over sodium sulfate. The solvents are...